From a dataset of the Open Reaction Database (ORD), a public repository of structured organic reaction records. describe an organic reaction: reactants, conditions, products, and yield Reactants: ClCCl, O=C(Cl)c1cc(-c2ncc(C(F)(F)F)cc2Cl)ccc1Cl, N. As a reaction SMILES: [CH2:23]([Cl:24])[Cl:25].[Cl:1][c:2]1[c:3](-[c:12]2[cH:13][c:14]([C:19](=[O:20])[Cl:21])[c:15]([Cl:18])[cH:16][cH:17]2)[n:4][cH:5][c:6]([C:8]([F:9])([F:10])[F:11])[cH:7]1.[NH3:22]>>[Cl:1][c:2]1[c:3](-[c:12]2[cH:13][c:14]([C:19](=[O:20])[NH2:22])[c:15]([Cl:18])[cH:16][cH:17]2)[n:4][cH:5][c:6]([C:8]([F:9])([F:10])[F:11])[cH:7]1. Product: NC(=O)c1cc(-c2ncc(C(F)(F)F)cc2Cl)ccc1Cl. The reactants are CCC(O)(C#Cc1ccc(C(CC)(CC)c2ccc(-c3ccc(CC(=O)OC)cc3)c(C)c2)cc1C)CC, CO, [Cl-], [NH4+], [Na+], C1CCOC1, [OH-]. Yields the product CCC(O)(C#Cc1ccc(C(CC)(CC)c2ccc(-c3ccc(CC(=O)O)cc3)c(C)c2)cc1C)CC. As a reaction SMILES: [CH3:3][O:4][C:5]([CH2:6][c:7]1[cH:8][cH:9][c:10](-[c:13]2[c:14]([CH3:39])[cH:15][c:16]([C:19]([CH2:20][CH3:21])([c:22]3[cH:23][c:24]([CH3:36])[c:25]([C:28]#[C:29][C:30]([CH2:31][CH3:32])([OH:33])[CH2:34][CH3:35])[cH:26][cH:27]3)[CH2:37][CH3:38])[cH:17][cH:18]2)[cH:11][cH:12]1)=[O:40].[CH3:48][OH:49].[Cl-:41].[NH4+:42].[Na+:2].[O:43]1[CH2:44][CH2:45][CH2:46][CH2:47]1.[OH-:1]>>[O:4]=[C:5]([CH2:6][c:7]1[cH:8][cH:9][c:10](-[c:13]2[c:14]([CH3:39])[cH:15][c:16]([C:19]([CH2:20][CH3:21])([c:22]3[cH:23][c:24]([CH3:36])[c:25]([C:28]#[C:29][C:30]([CH2:31][CH3:32])([OH:33])[CH2:34][CH3:35])[cH:26][cH:27]3)[CH2:37][CH3:38])[cH:17][cH:18]2)[cH:11][cH:12]1)[OH:40]. The solvent is C(Cl)Cl (DCM). Product: ClC1=C(C(=CC=C1)F)N1N=C2C(C=[N+](C=C2)[O-])=C1 (2-(2-Chloro-6-fluorophenyl)-2H-pyrazolo[4,3-c]pyridine 5-oxide). Procedure details: mCPBA (2.38 g, 13.88 mmol) was added to a cooled 0° C.) solution of 2-(2-chloro-6-fluorophenyl)-2H-pyrazolo[4,3-c]pyridine (2.27 g, 9.2 mmol) in DCM (55 mL) under nitrogen. The reaction was stirred for 3 hours, warmed to room temperature, and stirred for an additional 2 hours. Sodium thiosulfate (sat. aq.) was added and the layers were partitioned. The organic layer was washed with sodium hydrogen carbonate (sat. aq.) and brine, dried over anhydrous magnesium sulfate, and concentrated under redu... Run at time 3 hour. As a reaction SMILES: C1C=C(Cl)C=C(C(OO)=[O:9])C=1.[Cl:12][C:13]1[CH:18]=[CH:17][CH:16]=[C:15]([F:19])[C:14]=1[N:20]1[CH:28]=[C:23]2[CH:24]=[N:25][CH:26]=[CH:27][C:22]2=[N:21]1.S([O-])([O-])(=O)=S.[Na+].[Na+]>C(Cl)Cl>[Cl:12][C:13]1[CH:18]=[CH:17][CH:16]=[C:15]([F:19])[C:14]=1[N:20]1[CH:28]=[C:23]2[CH:24]=[N+:25]([O-:9])[CH:26]=[CH:27][C:22]2=[N:21]1 |f:2.3.4|. Reactants: C1=CC(=CC(=C1)Cl)C(=O)OO (mCPBA), ClC1=C(C(=CC=C1)F)N1N=C2C(C=NC=C2)=C1 (2-(2-chloro-6-fluorophenyl)-2H-pyrazolo[4,3-c]pyridine), S(=S)(=O)([O-])[O-].[Na+].[Na+] (Sodium thiosulfate). Isolated yield 87.8%. Starting materials: OC1N(C(C2=CC=CC=C12)=O)CC=1SC=CC1 (3-Hydroxy-2-thiophen-2-ylmethyl-2,3-dihydro-isoindol-1-one), O=C1N(C(C2=CC=CC=C12)SCC(=O)NC=1SC=CN1)CC=1SC=CC1 (2-(3-Oxo-2-thiophen-2-ylmethyl-2,3-dihydro-1H-isoindol-1-ylsulfanyl)-N-thiazol-2-yl-acetamide). Yields the product O=C1N(C(C2=CC=CC=C12)SCC(=O)NC1=NC=CN=C1)CC=1SC=CC1 (2-(3-Oxo-2-thiophen-2-ylmethyl-2,3-dihydro-1H-isoindol-1-ylsulfanyl)-N-pyrazin-2-yl-acetamide). Reaction SMILES: O[CH:2]1C2C(=CC=CC=2)C(=O)[N:3]1CC1SC=CC=1.[O:18]=[C:19]1[C:27]2[C:22](=[CH:23][CH:24]=[CH:25][CH:26]=2)[CH:21]([S:28][CH2:29][C:30]([NH:32][C:33]2S[CH:35]=[CH:36][N:37]=2)=[O:31])[N:20]1[CH2:38][C:39]1[S:40][CH:41]=[CH:42][CH:43]=1>>[O:18]=[C:19]1[C:27]2[C:22](=[CH:23][CH:24]=[CH:25][CH:26]=2)[CH:21]([S:28][CH2:29][C:30]([NH:32][C:33]2[CH:2]=[N:3][CH:35]=[CH:36][N:37]=2)=[O:31])[N:20]1[CH2:38][C:39]1[S:40][CH:41]=[CH:42][CH:43]=1. Procedure details: Compound 31 was prepared using the synthetic sequence in a manner analogous to the method described for the conversion of compound 12 to compound 14 and illustrated in Scheme 1b. 1H NMR (300 MHz, DMSO): δ 10.65 (s, 1H), 9.12 (s, 1H), 8.34 (s, 2H), 7.70 (d, J=7 Hz, 1H), 7.60 (m, 2H), 7.43 (m, 2H), 7.09 (m, 1H), 6.97 (m, 1H), 5.77 (s, 1H), 5.13 (d, J=15 Hz, 1H), 4.66 (d, J=16 Hz, 1H), 3.10 (d, J=15 Hz, 1H), 2.98 (d, J=15 Hz, 1H). The reactants are N([C@@H](CC(C)C)C(=O)N[C@@H](CC(C)C)C(=O)N[C@@H](CC1=CC=CC=C1)C(=O)OC)C(=O)C (Ac-Leu-Leu-Phe-OMe), [OH-].[Na+] (sodium hydroxide). The solvent is CO (methanol), CO (methanol). The product is N([C@@H](CC(C)C)C(=O)N[C@@H](CC(C)C)C(=O)N[C@@H](CC1=CC=CC=C1)C(=O)O)C(=O)C (Ac-Leu-Leu-Phe-OH). Yield: 94.0%. As a reaction SMILES: [NH:1]([C:30]([CH3:32])=[O:31])[C@H:2]([C:7]([NH:9][C@H:10]([C:15]([NH:17][C@H:18]([C:26]([O:28]C)=[O:27])[CH2:19][C:20]1[CH:25]=[CH:24][CH:23]=[CH:22][CH:21]=1)=[O:16])[CH2:11][CH:12]([CH3:14])[CH3:13])=[O:8])[CH2:3][CH:4]([CH3:6])[CH3:5].[OH-].[Na+]>CO>[NH:1]([C:30]([CH3:32])=[O:31])[C@H:2]([C:7]([NH:9][C@H:10]([C:15]([NH:17][C@H:18]([C:26]([OH:28])=[O:27])[CH2:19][C:20]1[CH:21]=[CH:22][CH:23]=[CH:24][CH:25]=1)=[O:16])[CH2:11][CH:12]([CH3:13])[CH3:14])=[O:8])[CH2:3][CH:4]([CH3:6])[CH3:5] |f:1.2|. Procedure details: Conversion to the Free Acid. Ac-Leu-Leu-Phe-OMe was dissolved in 150 mL of methanol and 26 mL of 1N sodium hydroxide was added and the rection was stirred 4 hours at which time the methanol was removed under reduced pressure and an additional 7 mL of sodium hydroxide was added. This water fraction was then washed with ethyl acetate (10 mL) and neutralized by the addition of 1N HCL. The resulting mixture was extracted with ethyl acetate 2×100 mL and the extract washed with 1N HCL, brine and dried... Reactants: C[Si](N1C=NC=C1)(C)C (N-trimethylsilylimidazole), BrC1=CC=C(C=C1)C(C)(C)O (2-(4-bromo-phenyl)-propan-2-ol), C([O-])(O)=O.[Na+] (sodium bicarbonate). Run in O1CCCC1 (tetrahydrofuran). Run at time 8 hour. Yields the product BrC1=CC=C(C=C1)C(C)(O[Si](C)(C)C)C ([1-(4-bromo-phenyl)-1-methyl-ethoxy]-trimethyl-silane). The yield is 87.0%. Reaction SMILES: [CH3:1][Si:2]([CH3:9])([CH3:8])N1C=CN=C1.[Br:10][C:11]1[CH:16]=[CH:15][C:14]([C:17]([OH:20])([CH3:19])[CH3:18])=[CH:13][CH:12]=1.C(=O)(O)[O-].[Na+]>O1CCCC1>[Br:10][C:11]1[CH:12]=[CH:13][C:14]([C:17]([CH3:19])([O:20][Si:2]([CH3:1])([CH3:8])[CH3:9])[CH3:18])=[CH:15][CH:16]=1 |f:2.3|. Procedure details: N-trimethylsilylimidazole (80.6 mL, 0.552 mol) was added to a solution of the crude 2-(4-bromo-phenyl)-propan-2-ol in tetrahydrofuran (500 mL) in a nitrogen atmosphere at room temperature, and the mixture was stirred at the same temperature overnight. The reaction mixture was poured into a saturated aqueous sodium bicarbonate solution, followed by extraction with ethyl acetate. The extract was washed with brine, dried over anhydrous magnesium sulfate and filtered, and the solvent was distilled o... Starting materials: CCOC(=O)C=Cc1ccc(Cn2ccnc2)c(Br)c1, [C-]#N, CN(C)C=O, NCCN, O. The product is CCOC(=O)C=Cc1ccc(Cn2ccnc2)c(C#N)c1. Reaction SMILES: [Br:1][c:2]1[cH:3][c:4]([CH:14]=[CH:15][C:16](=[O:17])[O:18][CH2:19][CH3:20])[cH:5][cH:6][c:7]1[CH2:8][n:9]1[cH:10][n:11][cH:12][cH:13]1.[C-:21]#[N:22].[CH3:28][N:29]([CH3:30])[CH:31]=[O:32].[NH2:23][CH2:24][CH2:25][NH2:26].[OH2:27]>>[c:2]1([C:24]#[N:23])[cH:3][c:4]([CH:14]=[CH:15][C:16](=[O:17])[O:18][CH2:19][CH3:20])[cH:5][cH:6][c:7]1[CH2:8][n:9]1[cH:10][n:11][cH:12][cH:13]1. Reactants: C#CCON=C(C(=O)O)c1csc(N)n1, CC(=O)OC(C)=O, CC(C)OC(C)C, O=CO. Product: C#CCON=C(C(=O)O)c1csc(NC=O)n1. As a reaction SMILES: [CH2:8]([C:9]#[CH:10])[O:11][N:12]=[C:13]([C:14](=[O:15])[OH:16])[c:17]1[n:18][c:19]([NH2:22])[s:20][cH:21]1.[CH3:1][C:2](=[O:3])[O:4][C:5](=[O:6])[CH3:7].[CH:23]([O:24][CH:25]([CH3:26])[CH3:27])([CH3:28])[CH3:29].[CH:30]([OH:31])=[O:32]>>[CH:2](=[O:3])[NH:22][c:19]1[n:18][c:17]([C:13](=[N:12][O:11][CH2:8][C:9]#[CH:10])[C:14](=[O:15])[OH:16])[cH:21][s:20]1.